Dataset: the Open Reaction Database (ORD), a public repository of structured organic reaction records. Task: describe an organic reaction: reactants, conditions, products, and yield The reactants are CCOC1(c2cnc3c(c2O)CC(=O)CC3)OCCO1, CCO, Cl, [Na+], [OH-]. Product: CCOC(=O)c1cnc2c(c1O)CC(=O)CC2. RXN SMILES: [CH2:2]1[CH2:3][O:4][C:5]([O:6][CH2:8][CH3:21])([c:9]2[cH:10][n:11][c:12]3[c:17]([c:18]2[OH:19])[CH2:16][C:15](=[O:20])[CH2:14][CH2:13]3)[O:7]1.[CH3:24][CH2:25][OH:26].[ClH:1].[Na+:23].[OH-:22]>>[CH3:2][CH2:3][O:4][C:5](=[O:6])[c:9]1[cH:10][n:11][c:12]2[c:17]([c:18]1[OH:19])[CH2:16][C:15](=[O:20])[CH2:14][CH2:13]2. Reactants: C(CCCCCCCCC=C)O (10-undecen-1-ol), P(Br)(Br)Br (phosphorus tribromide). Solvent: C1(=CC=CC=C1)C (toluene). Conditions: time 1 hour. Product: BrCCCCCCCCCC=C (11-bromo-undec-1-ene). RXN SMILES: [CH2:1](O)[CH2:2][CH2:3][CH2:4][CH2:5][CH2:6][CH2:7][CH2:8][CH2:9][CH:10]=[CH2:11].P(Br)(Br)[Br:14]>C1(C)C=CC=CC=1>[Br:14][CH2:1][CH2:2][CH2:3][CH2:4][CH2:5][CH2:6][CH2:7][CH2:8][CH2:9][CH:10]=[CH2:11]. Procedure details: A five liter reaction flask was fitted with a mechanical stirring apparatus, a condenser, an addition funnel, and a thermocouple. The reaction flask was flame dried, and then cooled under a nitrogen atmosphere to room temperature. Under a static nitrogen blanket the reaction flask was charged with 10-undecen-1-ol (468 g, 3 mol) and toluene (1 L) while stirring. The contents were cooled to −10° C. and phosphorus tribromide (270 g, 1 mol) was added dropwise. The temperature was maintained at −10° ... The reactants are ClCCl, ClP(Cl)(Cl)(Cl)Cl, O=C(O)c1ncn2c1CN=C(c1ccccc1F)c1cc(Cl)ccc1-2, N. Product: NC(=O)c1ncn2c1CN=C(c1ccccc1F)c1cc(Cl)ccc1-2. As a reaction SMILES: [CH2:33]([Cl:34])[Cl:35].[Cl:1][P:2]([Cl:3])([Cl:4])([Cl:5])[Cl:6].[Cl:7][c:8]1[cH:9][cH:10][c:11]2[c:12]([cH:31]1)[C:13]([c:24]1[c:25]([F:30])[cH:26][cH:27][cH:28][cH:29]1)=[N:14][CH2:15][c:16]1[n:17]-2[cH:18][n:19][c:20]1[C:21](=[O:22])[OH:23].[NH3:32]>>[Cl:7][c:8]1[cH:9][cH:10][c:11]2[c:12]([cH:31]1)[C:13]([c:24]1[c:25]([F:30])[cH:26][cH:27][cH:28][cH:29]1)=[N:14][CH2:15][c:16]1[n:17]-2[cH:18][n:19][c:20]1[C:21](=[O:23])[NH2:32].